From a dataset of the Open Reaction Database (ORD), a public repository of structured organic reaction records. describe an organic reaction: reactants, conditions, products, and yield The reactants are Mg, Cl (hydrochloric acid), C(=O)N1CCCCC1 (N-formylpiperidine), O1C(CCCC1)OCC1=C(C(=CC=C1)Br)C (3-bromo-2-methylbenzyl tetrahydro-2-pyranyl ether). Solvent: O1CCCC1 (tetrahydrofuran), O1CCCC1 (tetrahydrofuran), O1CCCC1 (tetrahydrofuran). Reagents/catalysts: BrC(C)Br (dibromoethane). RXN SMILES: [O:1]1[CH2:6][CH2:5][CH2:4][CH2:3][CH:2]1[O:7][CH2:8][C:9]1[CH:14]=[CH:13][CH:12]=[C:11](Br)[C:10]=1[CH3:16].[CH:17](N1CCCCC1)=[O:18].Cl>O1CCCC1.BrC(Br)C>[O:1]1[CH2:6][CH2:5][CH2:4][CH2:3][CH:2]1[O:7][CH2:8][C:9]1[CH:14]=[CH:13][CH:12]=[C:11]([CH:17]=[O:18])[C:10]=1[CH3:16]. The product is O1C(CCCC1)OCC1=C(C(=CC=C1)C=O)C (3-Formyl-2-methylbenzyl tetrahydro-2-pyranyl ether). Reaction conditions: temperature 0 celsius, time 20 hour. Procedure details: 1.2 g of Mg (magnesium turnings) in 15 ml of absolute tetrahydrofuran are initially taken under a nitrogen atmosphere. A few drops of dibromoethane are added at 65° C. A solution of 14.25 g of 3-bromo-2-methylbenzyl tetrahydro-2-pyranyl ether in 50 ml of tetrahydrofuran is added dropwise while the temperature is kept at 65° C. The stirred mixture is then refluxed for 2 hours. A solution of 5.65 g of N-formylpiperidine in 10 ml of absolute tetrahydrofuran is added dropwise to the reaction mixture... Reactants: ClC1=NC2=CC=C(C=C2C=C1)Cl (2,6-dichloroquinoline), COC1=C(CN)C=CC=C1 (2-methoxybenzylamine), COCCOCC=1C=C(CN)C=CC1 (3-(2-methoxy-ethoxymethyl)-benzylamine). Product: COC1=C(CNC2=NC3=CC=C(C=C3C=C2)NCC2=CC(=CC=C2)COCCOC)C=CC=C1 (N2-(2-Methoxy-benzyl)-N6-[3-(2-methoxy-ethoxymethyl)-benzyl]-quinoline-2,6-diamine). RXN SMILES: Cl[C:2]1[CH:11]=[CH:10][C:9]2[C:4](=[CH:5][CH:6]=[C:7](Cl)[CH:8]=2)[N:3]=1.[CH3:13][O:14][C:15]1[CH:22]=[CH:21][CH:20]=[CH:19][C:16]=1[CH2:17][NH2:18].[CH3:23][O:24][CH2:25][CH2:26][O:27][CH2:28][C:29]1[CH:30]=[C:31]([CH:34]=[CH:35][CH:36]=1)[CH2:32][NH2:33]>>[CH3:13][O:14][C:15]1[CH:22]=[CH:21][CH:20]=[CH:19][C:16]=1[CH2:17][NH:18][C:2]1[CH:11]=[CH:10][C:9]2[C:4](=[CH:5][CH:6]=[C:7]([NH:33][CH2:32][C:31]3[CH:34]=[CH:35][CH:36]=[C:29]([CH2:28][O:27][CH2:26][CH2:25][O:24][CH3:23])[CH:30]=3)[CH:8]=2)[N:3]=1. Reported procedure: The title compound, MS: m/e=458.5 (M+H+), was prepared in accordance with the general method of example 1 from 2,6-dichloroquinoline, 2-methoxybenzylamine and 3-(2-methoxy-ethoxymethyl)-benzylamine. The reactants are C(C)OC(=O)C=1C(=C2C(=C(N1)C#N)N(C=C2Cl)C2=CC=CC=C2)O (3-chloro-7-cyano-4-hydroxy-1-phenyl-1H-pyrrolo[2,3-c]pyridine-5-carboxylic acid ethyl ester), NCC(=O)O (glycine), C[O-].[Na+].CO (NaOMe HOMe). Product: ClC1=CN(C2=C(N=C(C(=C21)O)C(=O)NCC(=O)O)C#N)C2=CC=CC=C2 ([(3-Chloro-7-cyano-4-hydroxy-1-phenyl-1H-pyrrolo[2,3-c]pyridine-5-carbonyl)-amino]-acetic acid). Reaction SMILES: C(O[C:4]([C:6]1[C:7]([OH:24])=[C:8]2[C:16]([Cl:17])=[CH:15][N:14]([C:18]3[CH:23]=[CH:22][CH:21]=[CH:20][CH:19]=3)[C:9]2=[C:10]([C:12]#[N:13])[N:11]=1)=[O:5])C.[NH2:25][CH2:26][C:27]([OH:29])=[O:28].C[O-].[Na+].CO>>[Cl:17][C:16]1[C:8]2[C:9](=[C:10]([C:12]#[N:13])[N:11]=[C:6]([C:4]([NH:25][CH2:26][C:27]([OH:29])=[O:28])=[O:5])[C:7]=2[OH:24])[N:14]([C:18]2[CH:19]=[CH:20][CH:21]=[CH:22][CH:23]=2)[CH:15]=1 |f:2.3.4|. Procedure: Prepared in analogy to that of Example 1(e) from 3-chloro-7-cyano-4-hydroxy-1-phenyl-1H-pyrrolo[2,3-c]pyridine-5-carboxylic acid ethyl ester, glycine and NaOMe/HOMe. The title compound, ESI MS (m/z): 369 (M−1)−. Starting materials: N#Cc1cc(Br)c2oc(-c3ccc(C(=O)NCC4CCN(c5nccc(C(F)(F)F)n5)CC4)cc3)nc2c1, O=C([O-])[O-], COCCOC, CCOC(C)=O, OB(O)C1CC1, [K+], [K+], c1ccc(P(c2ccccc2)(c2ccccc2)[Pd](P(c2ccccc2)(c2ccccc2)c2ccccc2)(P(c2ccccc2)(c2ccccc2)c2ccccc2)P(c2ccccc2)(c2ccccc2)c2ccccc2)cc1. The product is N#Cc1cc(C2CC2)c2oc(-c3ccc(C(=O)NCC4CCN(c5nccc(C(F)(F)F)n5)CC4)cc3)nc2c1. As a reaction SMILES: [Br:1][c:2]1[cH:3][c:4]([C:37]#[N:38])[cH:5][c:6]2[n:7][c:8](-[c:11]3[cH:12][cH:13][c:14]([C:15](=[O:16])[NH:17][CH2:18][CH:19]4[CH2:20][CH2:21][N:22]([c:25]5[n:26][cH:27][cH:28][c:29]([C:31]([F:32])([F:33])[F:34])[n:30]5)[CH2:23][CH2:24]4)[cH:35][cH:36]3)[o:9][c:10]12.[C:45](=[O:46])([O-:47])[O-:48].[CH2:51]([CH2:52][O:53][CH3:54])[O:55][CH3:56].[CH3:57][CH2:58][O:59][C:60](=[O:61])[CH3:62].[CH:39]1([B:42]([OH:43])[OH:44])[CH2:40][CH2:41]1.[K+:49].[K+:50].[cH:63]1[cH:64][cH:65][c:66]([P:67]([Pd:68]([P:69]([c:70]2[cH:71][cH:72][cH:73][cH:74][cH:75]2)([c:76]2[cH:77][cH:78][cH:79][cH:80][cH:81]2)[c:82]2[cH:83][cH:84][cH:85][cH:86][cH:87]2)([P:88]([c:89]2[cH:90][cH:91][cH:92][cH:93][cH:94]2)([c:95]2[cH:96][cH:97][cH:98][cH:99][cH:100]2)[c:101]2[cH:102][cH:103][cH:104][cH:105][cH:106]2)[P:107]([c:108]2[cH:109][cH:110][cH:111][cH:112][cH:113]2)([c:114]2[cH:115][cH:116][cH:117][cH:118][cH:119]2)[c:120]2[cH:121][cH:122][cH:123][cH:124][cH:125]2)([c:126]2[cH:127][cH:128][cH:129][cH:130][cH:131]2)[c:132]2[cH:133][cH:134][cH:135][cH:136][cH:137]2)[cH:138][cH:139]1>>[c:2]1([CH:39]2[CH2:40][CH2:41]2)[cH:3][c:4]([C:37]#[N:38])[cH:5][c:6]2[n:7][c:8](-[c:11]3[cH:12][cH:13][c:14]([C:15](=[O:16])[NH:17][CH2:18][CH:19]4[CH2:20][CH2:21][N:22]([c:25]5[n:26][cH:27][cH:28][c:29]([C:31]([F:32])([F:33])[F:34])[n:30]5)[CH2:23][CH2:24]4)[cH:35][cH:36]3)[o:9][c:10]12.